Task: describe an organic reaction: reactants, conditions, products, and yield. Dataset: the Open Reaction Database (ORD), a public repository of structured organic reaction records Product: O=C(O)C1CCc2ccccc21. Reaction SMILES: [CH3:14][OH:15].[O:1]=[C:2]1[CH2:3][CH:4]([C:11](=[O:12])[OH:13])[c:5]2[cH:6][cH:7][cH:8][cH:9][c:10]21>>[CH2:2]1[CH2:3][CH:4]([C:11](=[O:12])[OH:13])[c:5]2[cH:6][cH:7][cH:8][cH:9][c:10]21. The reactants are CO, O=C1CC(C(=O)O)c2ccccc21.